From a dataset of the Open Reaction Database (ORD), a public repository of structured organic reaction records. describe an organic reaction: reactants, conditions, products, and yield Reactants: CC(=O)O (AcOH), CN(CC(C(=O)OC)C1=CSC=C1)C (methyl 3-(dimethylamino)-2-(thiophen-3-yl)propanoate), [Li+].[OH-] (LiOH), O (H2O). Run in C1CCOC1.O.CO (THF H2O MeOH). Conditions: time 12 hour. The product is N.CO.CCO (NH3 MeOH EtOH), CN(CC(C(=O)O)C1=CSC=C1)C (3-(dimethylamino)-2-(thiophen-3-yl)propanoic acid). Isolated yield 10.0%. As a reaction SMILES: [CH3:1][N:2]([CH3:14])[CH2:3][CH:4]([C:9]1[CH:13]=[CH:12][S:11][CH:10]=1)[C:5]([O:7]C)=[O:6].[Li+].[OH-].O.[CH3:18][C:19](O)=[O:20]>C1COCC1.O.CO>[NH3:2].[CH3:5][OH:6].[CH3:18][CH2:19][OH:20].[CH3:14][N:2]([CH3:1])[CH2:3][CH:4]([C:9]1[CH:13]=[CH:12][S:11][CH:10]=1)[C:5]([OH:7])=[O:6] |f:1.2,5.6.7,8.9.10|. Procedure details: To methyl 3-(dimethylamino)-2-(thiophen-3-yl)propanoate (E42) in THF/H2O/MeOH was added LiOH*H2O, and the solution was stirred for 12 hours. AcOH was added and the solvents were evaporated. Column chromatography (SiO2, 10-15% 2M NH3-MeOH/EtOH) gave pure 3-(dimethylamino)-2-(thiophen-3-yl)propanoic acid (E43).